Dataset: the Open Reaction Database (ORD), a public repository of structured organic reaction records. Task: describe an organic reaction: reactants, conditions, products, and yield Starting materials: C(C)(C)[C@H]1NS(CC1)(=O)=O ((S)-3-isopropylisothiazolidine 1,1-dioxide), BrC1=CC=C(C=N1)C(=O)N1CCC(CC1)C(C1=CC=C(C=C1)Cl)=O ((6-bromopyridin-3-yl)[4-(4-chlorobenzoyl)piperidin-1-yl]methanone). Yields the product ClC1=CC=C(C(=O)C2CCN(CC2)C(=O)C=2C=NC(=CC2)N2S(CC[C@H]2C(C)C)(=O)=O)C=C1 ((S)-[4-(4-chlorobenzoyl)piperidin-1-yl][6-(3-isopropyl-1,1-dioxo-1λ6-isothiazolidin-2-yl)pyridin-3-yl]methanone). Isolated yield 25.7%. Reaction SMILES: [CH:1]([C@@H:4]1[CH2:8][CH2:7][S:6](=[O:10])(=[O:9])[NH:5]1)([CH3:3])[CH3:2].Br[C:12]1[N:17]=[CH:16][C:15]([C:18]([N:20]2[CH2:25][CH2:24][CH:23]([C:26](=[O:34])[C:27]3[CH:32]=[CH:31][C:30]([Cl:33])=[CH:29][CH:28]=3)[CH2:22][CH2:21]2)=[O:19])=[CH:14][CH:13]=1>>[Cl:33][C:30]1[CH:29]=[CH:28][C:27]([C:26]([CH:23]2[CH2:22][CH2:21][N:20]([C:18]([C:15]3[CH:16]=[N:17][C:12]([N:5]4[C@H:4]([CH:1]([CH3:3])[CH3:2])[CH2:8][CH2:7][S:6]4(=[O:10])=[O:9])=[CH:13][CH:14]=3)=[O:19])[CH2:25][CH2:24]2)=[O:34])=[CH:32][CH:31]=1. Reported procedure: Using (S)-3-isopropylisothiazolidine 1,1-dioxide (320 mg) described in Preparation Example 6 and (6-bromopyridin-3-yl)[4-(4-chlorobenzoyl)piperidin-1-yl]methanone (408 mg) described in Preparation Example 190 and by the reaction and treatment in the same manner as in Example 4, the title compound (126 mg) was obtained. Reactants: CCOc1cc(C#N)c([N+](=O)[O-])cc1C(F)(F)F, CO, Cl, [Fe], O. The product is CCOc1cc(C#N)c(N)cc1C(F)(F)F. Reaction SMILES: [CH2:1]([CH3:2])[O:3][c:4]1[c:5]([C:15]([F:16])([F:17])[F:18])[cH:6][c:7]([N+:12]([O-:13])=[O:14])[c:8]([C:9]#[N:10])[cH:11]1.[CH3:20][OH:21].[ClH:22].[Fe:23].[OH2:19]>>[CH2:1]([CH3:2])[O:3][c:4]1[c:5]([C:15]([F:16])([F:17])[F:18])[cH:6][c:7]([NH2:12])[c:8]([C:9]#[N:10])[cH:11]1. Starting materials: CC(C)(C)OC(=O)N1CCNCC1, O=C([O-])[O-], CCC(C)=O, OC1CCc2ccccc21, ClC(Cl)Cl, [I-], [K+], [K+], [K+], O, O=S(Cl)Cl. The product is CC(C)(C)OC(=O)N1CCN(C2CCc3ccccc32)CC1. Reaction SMILES: [C:15]([CH3:16])([CH3:17])([CH3:18])[O:19][C:20](=[O:21])[N:22]1[CH2:23][CH2:24][NH:25][CH2:26][CH2:27]1.[C:28](=[O:29])([O-:30])[O-:31].[CH2:40]([C:41]([CH3:42])=[O:43])[CH3:44].[CH:1]1([OH:10])[CH2:2][CH2:3][c:4]2[cH:5][cH:6][cH:7][cH:8][c:9]21.[CH:36]([Cl:37])([Cl:38])[Cl:39].[I-:35].[K+:32].[K+:33].[K+:34].[OH2:45].[S:11]([Cl:12])([Cl:13])=[O:14]>>[CH:1]1([N:25]2[CH2:24][CH2:23][N:22]([C:20]([O:19][C:15]([CH3:16])([CH3:17])[CH3:18])=[O:21])[CH2:27][CH2:26]2)[CH2:2][CH2:3][c:4]2[cH:5][cH:6][cH:7][cH:8][c:9]21. Yield: 74.0%. RXN SMILES: [O:1]=[C:2]1[NH:8][C:7]2[CH:9]=[C:10]([CH3:13])[CH:11]=[CH:12][C:6]=2[NH:5][CH2:4][CH:3]1[NH:14][C:15]([O:17][C:18]([CH3:21])([CH3:20])[CH3:19])=[O:16].[CH:22]1([C:28](Cl)=[O:29])[CH2:27][CH2:26][CH2:25][CH2:24][CH2:23]1.N1C=CC=CC=1.O>ClCCCl>[O:1]=[C:2]1[NH:8][C:7]2[CH:9]=[C:10]([CH3:13])[CH:11]=[CH:12][C:6]=2[N:5]([C:28]([CH:22]2[CH2:27][CH2:26][CH2:25][CH2:24][CH2:23]2)=[O:29])[CH2:4][CH:3]1[NH:14][C:15]([O:17][C:18]([CH3:21])([CH3:20])[CH3:19])=[O:16]. Run in ClCCCl (1,2-dichloroethane). Product: O=C1C(CN(C2=C(N1)C=C(C=C2)C)C(=O)C2CCCCC2)NC(=O)OC(C)(C)C (2-oxo-3-tert-butoxycarbonylamino-5-cyclohexylcarbonyl-8-methyl-1,3,4,5-tetrahydro-2H-1,5-benzodiazepine). Procedure: 2-Oxo-3-tert-butoxycarbonylamino-8-methyl-1,3,4,5-tetrahydro-2H-1,5-benzodiazepine (2.00 g) was suspended in 1,2-dichloroethane (20 ml), cyclohexylcarbonyl chloride (1.21 g) and pyridine (652 mg) were added, and the mixture was refluxed for 1 hour and 30 minutes. Water (100 ml) was added to the reaction mixture, extracted with methylene chloride. The organic layer was washed with water, dried over anhydrous magnesium sulfate, the solvent was evaporated under reduced pressure, and n-hexane was ad... Reactants: O=C1C(CNC2=C(N1)C=C(C=C2)C)NC(=O)OC(C)(C)C (2-Oxo-3-tert-butoxycarbonylamino-8-methyl-1,3,4,5-tetrahydro-2H-1,5-benzodiazepine), O (Water), C1(CCCCC1)C(=O)Cl (cyclohexylcarbonyl chloride), N1=CC=CC=C1 (pyridine). The reactants are FC1=C2CCC(C2=CC=C1)=O (4-fluoro-2,3-dihydro-1H-inden-1-one), C=O (paraformaldehyde), C1(=CC=CC=C1)B(O)O (phenylboronic acid), C(=O)(C(F)(F)F)O (TFA), C(=O)(O)[O-].[Na+] (NaHCO3). The solvent is C1(=CC=CC=C1)C (toluene). Product: FC1=C2CC(C(C2=CC=C1)=O)=C (4-fluoro-2-methylene-2,3-dihydro-1H-inden-1-one). The yield is 71.8%. As a reaction SMILES: [F:1][C:2]1[CH:10]=[CH:9][CH:8]=[C:7]2[C:3]=1[CH2:4][CH2:5][C:6]2=[O:11].C=O.[C:14]1(B(O)O)C=CC=CC=1.C(O)(C(F)(F)F)=O.C([O-])(O)=O.[Na+]>C1(C)C=CC=CC=1>[F:1][C:2]1[CH:10]=[CH:9][CH:8]=[C:7]2[C:3]=1[CH2:4][C:5](=[CH2:14])[C:6]2=[O:11] |f:4.5|. Procedure: To a 1000 mL round bottle flask were charged 4-fluoro-2,3-dihydro-1H-inden-1-one (249a) (5.04 g, 33.6 mmol), paraformaldehyde (10.08 g, 336 mmol), phenylboronic acid (4.92 g, 40.3 mmol) followed by toluene (235 mL), to the suspension was added TFA 2.6 mL, 33.6 mmol), and the resulting suspension was refluxed for 4 hrs, which resulted a clear yellowish solution. The solution was cooled to room temperature, and the pH was adjusted to 7-8 by adding saturated NaHCO3. After extracting with ethyl acet... The reactants are CC1(O)C(CO)OC(OCC[Si](C)(C)C)C(OCc2ccccc2)C1OC(=O)Oc1ccccc1, CCOC(C)=O, CC(C)=O, [K+], [K+], O=[Cr](=O)([O-])O[Cr](=O)(=O)[O-], O=S(=O)(O)O. The product is CC1(O)C(C(=O)O)OC(OCC[Si](C)(C)C)C(OCc2ccccc2)C1OC(=O)Oc1ccccc1. As a reaction SMILES: [CH2:1]([c:2]1[cH:3][cH:4][cH:5][cH:6][cH:7]1)[O:8][CH:9]1[CH:10]([O:11][CH2:12][CH2:13][Si:14]([CH3:15])([CH3:16])[CH3:17])[O:18][CH:19]([CH2:34][OH:35])[C:20]([OH:32])([CH3:33])[CH:21]1[O:22][C:23](=[O:24])[O:25][c:26]1[cH:27][cH:28][cH:29][cH:30][cH:31]1.[CH3:47][CH2:48][O:49][C:50]([CH3:51])=[O:52].[CH3:53][C:54](=[O:55])[CH3:56].[K+:36].[K+:37].[O-:38][Cr:39]([O:40][Cr:41](=[O:42])(=[O:43])[O-:44])(=[O:45])=[O:46].[S:57](=[O:58])(=[O:59])([OH:60])[OH:61]>>[CH2:1]([c:2]1[cH:3][cH:4][cH:5][cH:6][cH:7]1)[O:8][CH:9]1[CH:10]([O:11][CH2:12][CH2:13][Si:14]([CH3:15])([CH3:16])[CH3:17])[O:18][CH:19]([C:34](=[O:35])[OH:38])[C:20]([OH:32])([CH3:33])[CH:21]1[O:22][C:23](=[O:24])[O:25][c:26]1[cH:27][cH:28][cH:29][cH:30][cH:31]1. Reactants: O=CC(CO)C(O)C(C=O)OCc1ccccc1, CCO, N. The product is OCC1CNCC(OCc2ccccc2)C1O. As a reaction SMILES: [CH2:1]([c:2]1[cH:3][cH:4][cH:5][cH:6][cH:7]1)[O:8][CH:9]([CH:10]([CH:11]([CH:12]=[O:18])[CH2:14][OH:15])[OH:16])[CH:17]=[O:13].[CH3:20][CH2:21][OH:22].[NH3:19]>>[CH2:1]([c:2]1[cH:3][cH:4][cH:5][cH:6][cH:7]1)[O:8][CH:9]1[CH:10]([OH:16])[CH:11]([CH2:14][OH:15])[CH2:12][NH:19][CH2:17]1.